Dataset: the Open Reaction Database (ORD), a public repository of structured organic reaction records. Task: describe an organic reaction: reactants, conditions, products, and yield Starting materials: solution, C(C)(C)[N-]C(C)C.[Li+] (lithium diisopropylamide), Cl (Hydrochloric acid), O (water), C(Cl)Cl (methylene chloride), Methyl ester, C(C)(C)(C)OC(=O)N[C@@H](CC1=CC=CC=C1)C(=O)O (N-tert-butoxycarbonyl-L-phenylalanine). Run in CCCCCCC (heptane), O1CCCC1 (tetrahydrofuran), C(C)C1=CC=CC=C1 (ethylbenzene), O1CCCC1 (tetrahydrofuran). Conditions: time 1 hour. Yields the product C(C)(C)(C)OC(=O)N[C@H](C(C(Cl)Cl)=O)CC1=CC=CC=C1 ((3S)-3-tert-butoxycarbonylamino-1,1-dichloro-4-phenyl-2-butanone). Yield: 46.0%. Reaction SMILES: [C:1]([O:5][C:6]([NH:8][C@H:9]([C:17]([OH:19])=O)[CH2:10][C:11]1[CH:16]=[CH:15][CH:14]=[CH:13][CH:12]=1)=[O:7])([CH3:4])([CH3:3])[CH3:2].C([N-]C(C)C)(C)C.[Li+].Cl.O.[CH2:30]([Cl:32])[Cl:31]>O1CCCC1.CCCCCCC.C(C1C=CC=CC=1)C>[C:1]([O:5][C:6]([NH:8][C@@H:9]([CH2:10][C:11]1[CH:12]=[CH:13][CH:14]=[CH:15][CH:16]=1)[C:17](=[O:19])[CH:30]([Cl:32])[Cl:31])=[O:7])([CH3:2])([CH3:3])[CH3:4] |f:1.2|. Reported procedure: Methyl ester (1.40 g) of N-tert-butoxycarbonyl-L-phenylalanine was dissolved in dehydrated tetrahydrofuran (27 ml) and methylene chloride (0.80 ml), and the obtained solution was cooled to −20° C. 2M solution (6.25 ml) of lithium diisopropylamide in heptane, tetrahydrofuran and ethylbenzene were added thereto, and they were stirred for 1 hour. 2 N Hydrochloric acid (12.5 ml) and water (12.5 ml) were added to the reaction mixture to terminate the reaction. The temperature was elevated to room tem... Reactants: C(C)(C)C=1C=C(OC1C(C)C)C(=O)O (4,5-diisopropylfuran-2-carboxylic acid), NC1=CC=C(C=C1)CC(=O)OCC (ethyl 4-aminophenylacetate). Product: C(C)(C)C=1C=C(OC1C(C)C)C(=O)NC1=CC=C(C=C1)CC(=O)OCC (ethyl 4-[(4,5-diisopropylfuran-2-carbonyl)amino]phenylacetate). Yield: 86.0%. As a reaction SMILES: [CH:1]([C:4]1[CH:5]=[C:6]([C:12]([OH:14])=O)[O:7][C:8]=1[CH:9]([CH3:11])[CH3:10])([CH3:3])[CH3:2].[NH2:15][C:16]1[CH:21]=[CH:20][C:19]([CH2:22][C:23]([O:25][CH2:26][CH3:27])=[O:24])=[CH:18][CH:17]=1>>[CH:1]([C:4]1[CH:5]=[C:6]([C:12]([NH:15][C:16]2[CH:17]=[CH:18][C:19]([CH2:22][C:23]([O:25][CH2:26][CH3:27])=[O:24])=[CH:20][CH:21]=2)=[O:14])[O:7][C:8]=1[CH:9]([CH3:10])[CH3:11])([CH3:2])[CH3:3]. Procedure details: In the same manner as that of Example 2, 4,5-diisopropylfuran-2-carboxylic acid (60 mg, 0.306 mmol) was condensed with ethyl 4-aminophenylacetate, and the resultant was purified by silica gel chromatography [hexane-ethyl acetate (4:1)] to obtain ethyl 4-[(4,5-diisopropylfuran-2-carbonyl)amino]phenylacetate (94 mg, 86%) as colorless needles. Starting materials: FC1=CC=C(C=C1)N1N=CC2=CC(=CC=C12)O[C@H]([C@@H](C)N)C1=CC=CC=C1 ((1S,2R)-1-{[1-(4-fluorophenyl)-1H-indazol-5-yl]oxy}-1-phenylpropan-2-amine), ClC(C(=O)Cl)Cl (dichloroacetyl chloride). The product is ClC(C(=O)N[C@H]([C@@H](C1=CC=CC=C1)OC=1C=C2C=NN(C2=CC1)C1=CC=C(C=C1)F)C)Cl (2,2-Dichloro-N-[(1R,2S)-1-[1-(4-fluorophenyl)indazol-5-yl]oxy-1-phenyl-propan-2-yl]acetamide). RXN SMILES: [F:1][C:2]1[CH:7]=[CH:6][C:5]([N:8]2[C:16]3[C:11](=[CH:12][C:13]([O:17][C@@H:18]([C:22]4[CH:27]=[CH:26][CH:25]=[CH:24][CH:23]=4)[C@H:19]([NH2:21])[CH3:20])=[CH:14][CH:15]=3)[CH:10]=[N:9]2)=[CH:4][CH:3]=1.[Cl:28][CH:29]([Cl:33])[C:30](Cl)=[O:31]>>[Cl:28][CH:29]([Cl:33])[C:30]([NH:21][C@@H:19]([CH3:20])[C@H:18]([O:17][C:13]1[CH:12]=[C:11]2[C:16](=[CH:15][CH:14]=1)[N:8]([C:5]1[CH:4]=[CH:3][C:2]([F:1])=[CH:7][CH:6]=1)[N:9]=[CH:10]2)[C:22]1[CH:23]=[CH:24][CH:25]=[CH:26][CH:27]=1)=[O:31]. Procedure: Prepared as described in Example 1 using (1S,2R)-1-{[1-(4-fluorophenyl)-1H-indazol-5-yl]oxy}-1-phenylpropan-2-amine (1a, 18 mg, 50 μmol) and dichloroacetyl chloride (22 mg, 150 μmol). Yield 20 mg (83%). The reactants are COC=1C=C(C=CC1)C=1C=2N(C=CC1)N=C(N2)NC2=CC=C(C=C2)C2CCNCC2 ([8-(3-methoxy-phenyl)-[1,2,4]-triazolo[1,5-a]pyridin-2-yl]-(4-piperidin-4-yl-phenyl)-amine), ClCC(=O)N(C)C (2-chloro-N,N-dimethyl-acetamide). Yields the product COC=1C=C(C=CC1)C=1C=2N(C=CC1)N=C(N2)NC2=CC=C(C=C2)C2CCN(CC2)CC(=O)N(C)C (2-(4-{4-[8-(3-Methoxy-phenyl)-[1,2,4]-triazolo[1,5-a]pyridin-2-ylamino]-phenyl}-piperidin-1-yl)-N,N-dimethyl-acetamide), product. Isolated yield 36.0%. Reaction SMILES: [CH3:1][O:2][C:3]1[CH:4]=[C:5]([C:9]2[C:10]3[N:11]([N:15]=[C:16]([NH:18][C:19]4[CH:24]=[CH:23][C:22]([CH:25]5[CH2:30][CH2:29][NH:28][CH2:27][CH2:26]5)=[CH:21][CH:20]=4)[N:17]=3)[CH:12]=[CH:13][CH:14]=2)[CH:6]=[CH:7][CH:8]=1.Cl[CH2:32][C:33]([N:35]([CH3:37])[CH3:36])=[O:34]>>[CH3:1][O:2][C:3]1[CH:4]=[C:5]([C:9]2[C:10]3[N:11]([N:15]=[C:16]([NH:18][C:19]4[CH:24]=[CH:23][C:22]([CH:25]5[CH2:30][CH2:29][N:28]([CH2:32][C:33]([N:35]([CH3:37])[CH3:36])=[O:34])[CH2:27][CH2:26]5)=[CH:21][CH:20]=4)[N:17]=3)[CH:12]=[CH:13][CH:14]=2)[CH:6]=[CH:7][CH:8]=1. Reported procedure: 2-(4-{4-[8-(3-Methoxy-phenyl)-[1,2,4]-triazolo[1,5-a]pyridin-2-ylamino]-phenyl}-piperidin-1-yl)-N,N-dimethyl-acetamide was prepared from [8-(3-methoxy-phenyl)-[1,2,4]-triazolo[1,5-a]pyridin-2-yl]-(4-piperidin-4-yl-phenyl)-amine (0.150 g, 0.375 mmol) and 2-chloro-N,N-dimethyl-acetamide (0.057 mL, 0.563 mmol) in a manner analogous to Example 313 to give product (0.065 g, 36%). MP=178-179° C. 1H NMR (400 MHz, (D3C)2SO, δ, ppm): 9.61 (s, 1H), 8.78 (d, 1H), 7.85 (d, 1H), 7.80 (s, 1H), 7.65 (m, 3H), 7... The reactants are C(=O)(O)CC(=O)OC=1C=C(C=CC1)C=1N=C2SC3=C(N2C1)C=CC=C3 (2-(m-carboxyacetoxyphenyl)imidazo[2,1-b]benzothiazole), C(C)O (ethanol), C1(CCCCC1)N=C=NC1CCCCC1 (dicyclohexylcarbodiimide). Solvent: O1CCCC1 (tetrahydrofuran), O1CCCC1 (tetrahydrofuran). Conditions: time 8 hour. Yields the product C1(CCCCC1)NC(=O)NC1CCCCC1 (Dicyclohexyl urea). Reaction SMILES: C(CC(OC1C=[C:10]([C:14]2[N:15]=[C:16]3[N:20]([CH:21]=2)[C:19]2[CH:22]=[CH:23][CH:24]=[CH:25][C:18]=2S3)[CH:11]=[CH:12][CH:13]=1)=O)(O)=O.C([OH:28])C.C1(N=C=NC2CCCCC2)CCCCC1>O1CCCC1>[CH:19]1([NH:20][C:16]([NH:15][CH:14]2[CH2:10][CH2:11][CH2:12][CH2:13][CH2:21]2)=[O:28])[CH2:18][CH2:25][CH2:24][CH2:23][CH2:22]1. Procedure: To a mixture of 4 g of 2-(m-carboxyacetoxyphenyl)imidazo[2,1-b]benzothiazole, 0.52 g of ethanol, and 50 ml of tetrahydrofuran was added a mixture of 2.3 g of dicyclohexylcarbodiimide and 10 ml of tetrahydrofuran at a temperature below 10° C. Thereafter, the mixture was stirred overnight at room temperature. Dicyclohexyl urea thus formed was filtered off and the filtrate was concentrated under reduced pressure. The residue was applied to silica gel column chromatography (80 ml of silica gel, elua... Solvent: CN(C=O)C (dimethylformamide). Reactants: C([O-])([O-])=O.[K+].[K+] (potassium carbonate), C(C)(C)C1=NN2C(C=CC=C2)=C1 (2-isopropylpyrazolo[1,5-a]pyridine), ice water, P(=O)(Cl)(Cl)Cl (phosphorus oxychloride). Yields the product C(=O)C=1C(=NN2C1C=CC=C2)C(C)C (3-formyl-2-isopropylpyrazolo[1,5-a]pyridine). Reported procedure: One gram of 2-isopropylpyrazolo[1,5-a]pyridine was dissolved in 0.6 ml of dimethylformamide, and 5 ml of phosphorus oxychloride was added to the resulting solution. The reaction mixture was refluxed for 20 min., poured into ice-water, and neutralized with potassium carbonate. The precipitate was collected by filtration and washed with water. Recrystallization from n-hexane gave 800 mg of colorless needles, mp 81.0°-81.5°. Yield 67%. The yield is 67.0%. As a reaction SMILES: [CH:1]([C:4]1[CH:12]=[C:7]2[CH:8]=[CH:9][CH:10]=[CH:11][N:6]2[N:5]=1)([CH3:3])[CH3:2].P(Cl)(Cl)(Cl)=O.[C:18](=O)([O-])[O-:19].[K+].[K+]>CN(C)C=O>[CH:18]([C:12]1[C:4]([CH:1]([CH3:3])[CH3:2])=[N:5][N:6]2[CH:11]=[CH:10][CH:9]=[CH:8][C:7]=12)=[O:19] |f:2.3.4|. The reactants are C1(=CC=CC=C1)[SiH3] (phenylsilane), CC1=CC=C(C=C1)P(C2=CC=C(C=C2)C)C3=C(C4=CC=CC=C4C=C3)C5=C(C=CC6=CC=CC=C65)P(C7=CC=C(C=C7)C)C8=CC=C(C=C8)C ((S)-p-tol-BINAP), [N+](=O)([O-])\C=C(/C)\C1=CC=CC=C1 ((E)-1-nitro-2-phenyl-1-propene), [F-].C(CCC)[N+](CCCC)(CCCC)CCCC (tetrabutylammonium fluoride), poly(methylhydrosiloxane). Run in O (water), CC(C)([O-])C.[Cu+] (copper (I) tert-butoxide), C1(=CC=CC=C1)C (toluene), O (Water), O1CCCC1 (tetrahydrofuran), C1(=CC=CC=C1)C (toluene). Reaction conditions: time 30 minute. Product: [N+](=O)([O-])CC(C)C1=CC=CC=C1 (1-nitro-2-phenylpropane). Yield: 60.0%. As a reaction SMILES: CC1C=CC(P(C2C=CC3C(=CC=CC=3)C=2C2C3C(=CC=CC=3)C=CC=2P(C2C=CC(C)=CC=2)C2C=CC(C)=CC=2)C2C=CC(C)=CC=2)=CC=1.C1([SiH3])C=CC=CC=1.[N+:58](/[CH:61]=[C:62](/[C:64]1[CH:69]=[CH:68][CH:67]=[CH:66][CH:65]=1)\[CH3:63])([O-:60])=[O:59].[F-].C([N+](CCCC)(CCCC)CCCC)CCC>CC(C)([O-])C.[Cu+].C1(C)C=CC=CC=1.O.O1CCCC1>[N+:58]([CH2:61][CH:62]([C:64]1[CH:69]=[CH:68][CH:67]=[CH:66][CH:65]=1)[CH3:63])([O-:60])=[O:59] |f:3.4,5.6|. Procedure: In a 10 mL Schlenk-flask, 6.8 mg of copper (I) tert-butoxide and 32.7 mg (55 μmol) of (S)-p-tol-BINAP were dissolved in 5 ml of toluene. After stirring for 30 minutes at room temperature to give an asymmetric copper complex. This solution to the amount containing 1 μmol of the asymmetric copper complex were mixed with 4.9 ml of toluene, and 6 μL (0.1 mmol) of poly(methylhydrosiloxane) (15-40 mPas (20° C.), d=1.004 g/mL, nD20=1.398, produced by Fluka) were added thereto. Further, 185 μL of (1.5 m...